This data is from the Open Reaction Database (ORD), a public repository of structured organic reaction records. The task is: describe an organic reaction: reactants, conditions, products, and yield Starting materials: OC1=C(C=C(C=C1C(C)(C)CC)C(C)(C)CC)N=NC1=C(C=CC=C1)[N+](=O)[O-] (2'-hydroxy-3',5'-di-tert-amyl-2-nitroazobenzene), OC1=C(C=C(C=C1C(C)(C)C)C)N=NC1=C(C=CC(=C1)Cl)[N+](=O)[O-] (2'-hydroxy-3'-tert-butyl-5'-methyl-5-chloro-2-nitroazobenzene), [N+](=O)([O-])C1=C(C=CC=C1)N=NC1=CC=CC=C1 (o-nitroazobenzene). Yields the product ClC1=CC=2C(=NN(N2)C2=C(C(=CC(=C2)C)C(C)(C)C)O)C=C1 (5-chloro-2-(2-hydroxy-3-tert-butyl-5-methylphenyl)-2H-benzotriazole). As a reaction SMILES: OC1C(C(CC)(C)C)=CC(C(CC)(C)C)=CC=1N=NC1C=CC=CC=1[N+]([O-])=O.[OH:29][C:30]1[C:35]([C:36]([CH3:39])([CH3:38])[CH3:37])=[CH:34][C:33]([CH3:40])=[CH:32][C:31]=1[N:41]=[N:42][C:43]1[CH:48]=[C:47]([Cl:49])[CH:46]=[CH:45][C:44]=1[N+:50]([O-])=O.[N+](C1C=CC=CC=1N=NC1C=CC=CC=1)([O-])=O>>[Cl:49][C:47]1[CH:46]=[CH:45][C:44]2=[N:50][N:41]([C:31]3[CH:32]=[C:33]([CH3:40])[CH:34]=[C:35]([C:36]([CH3:39])([CH3:38])[CH3:37])[C:30]=3[OH:29])[N:42]=[C:43]2[CH:48]=1. Procedure details: When in Example 1, the 2'-hydroxy-3',5'-di-tert-amyl-2-nitroazobenzene is replaced by an equivalent amount of 2'-hydroxy-3'-tert-butyl-5'-methyl-5-chloro-2-nitroazobenzene and the ratio of the moles of alkali to moles of o-nitroazobenzene intermediate is 0.848/1, the product 5-chloro-2-(2-hydroxy-3-tert-butyl-5-methylphenyl)-2H-benzotriazole is obtained. The reactants are C1CCOC1, CC(=O)O, C[Si](C)(C)[N-][Si](C)(C)C, FC(F)c1nc2ccccc2n1-c1nc(Cl)nc(N2CCOCC2)n1, Nc1cccnn1, [Na+], O. Yields the product FC(F)c1nc2ccccc2n1-c1nc(Nc2cccnn2)nc(N2CCOCC2)n1. RXN SMILES: [CH2:43]1[O:44][CH2:45][CH2:46][CH2:47]1.[CH3:48][C:49](=[O:50])[OH:51].[CH3:9][Si:10]([N-:11][Si:12]([CH3:13])([CH3:14])[CH3:15])([CH3:16])[CH3:17].[Cl:18][c:19]1[n:20][c:21](-[n:31]2[c:32]([CH:40]([F:41])[F:42])[n:33][c:34]3[c:35]2[cH:36][cH:37][cH:38][cH:39]3)[n:22][c:23]([N:25]2[CH2:26][CH2:27][O:28][CH2:29][CH2:30]2)[n:24]1.[NH2:1][c:2]1[n:3][n:4][cH:5][cH:6][cH:7]1.[Na+:8].[OH2:52]>>[NH:1]([c:2]1[n:3][n:4][cH:5][cH:6][cH:7]1)[c:19]1[n:20][c:21](-[n:31]2[c:32]([CH:40]([F:41])[F:42])[n:33][c:34]3[c:35]2[cH:36][cH:37][cH:38][cH:39]3)[n:22][c:23]([N:25]2[CH2:26][CH2:27][O:28][CH2:29][CH2:30]2)[n:24]1.